From a dataset of the Open Reaction Database (ORD), a public repository of structured organic reaction records. describe an organic reaction: reactants, conditions, products, and yield The reactants are BrC=1C=C(C2=C(C=CO2)C1)[N+](=O)[O-] (5-Bromo-7-nitro-1-benzofuran), [Cl-].[NH4+] (ammonium chloride). The reagents and catalysts are [Fe] (iron). Solvent: O1CCOCC1 (1,4-dioxane). The product is BrC=1C=C(C2=C(C=CO2)C1)N ((5-Bromo-1-benzofuran-7-yl)amine). As a reaction SMILES: [Br:1][C:2]1[CH:3]=[C:4]([N+:11]([O-])=O)[C:5]2[O:9][CH:8]=[CH:7][C:6]=2[CH:10]=1.[Cl-].[NH4+]>[Fe].O1CCOCC1>[Br:1][C:2]1[CH:3]=[C:4]([NH2:11])[C:5]2[O:9][CH:8]=[CH:7][C:6]=2[CH:10]=1 |f:1.2|. Reported procedure: A mixture of 5-bromo-7-nitro-1-benzofuran (1.9 g, 7.9 mmol; obtained in Step 3), iron powder (2.3 g) methanol (20 mL), 1,4-dioxane (20 mL) and ammonium chloride (2.3 g dissolved in 10 mL of water), was refluxed overnight. The warm mixture was filtered through wetted Celite, which was further washed with hot methanol and the solvents were evaporated. The crude product was dissolved in hot ethanol/water (100 mL) and then water added so that product began to crystallize out. The product was collect... The reactants are C1(=CC=CC=C1)P(C1=CC=CC=C1)C1=CC=CC=C1 (triphenylphosphine), CC(C(=O)O)(CC)C (2,2-dimethylbutyric acid), N(=NC(=O)OCC)C(=O)OCC (diethyl azodicarboxylate), C(C)(C)(C)C(C=1C(=NC(=C(C1C1=CC=C(C=C1)F)CO)C(C)C)C(C)C)O[SiH](C)C (3-(tert.Butyldimethylsilyloxymethyl)-2,6-diisopropyl-4-(4-fluorophenyl)-5-hydroxymethyl-pyridine). Run in O1CCCC1 (tetrahydrofuran). Conditions: time 8 hour. Product: C(C)(C)(C)C(C=1C(=NC(=C(C1C1=CC=C(C=C1)F)COC(C(CC)(C)C)=O)C(C)C)C(C)C)O[SiH](C)C (3-(tert.Butyldimethylsilyloxymethyl)-2,6-diisopropyl-5-(2,2-dimethyl-butyryloxymethyl)-4-(4-fluorophenyl)pyridine). Reaction SMILES: C1(P(C2C=CC=CC=2)C2C=CC=CC=2)C=CC=CC=1.[CH3:20][C:21]([CH3:27])([CH2:25][CH3:26])[C:22]([OH:24])=[O:23].N(C(OCC)=O)=NC(OCC)=O.[C:40]([CH:44]([O:66][SiH:67]([CH3:69])[CH3:68])[C:45]1[C:46]([CH:63]([CH3:65])[CH3:64])=[N:47][C:48]([CH:60]([CH3:62])[CH3:61])=[C:49]([CH2:58]O)[C:50]=1[C:51]1[CH:56]=[CH:55][C:54]([F:57])=[CH:53][CH:52]=1)([CH3:43])([CH3:42])[CH3:41]>O1CCCC1>[C:40]([CH:44]([O:66][SiH:67]([CH3:69])[CH3:68])[C:45]1[C:46]([CH:63]([CH3:64])[CH3:65])=[N:47][C:48]([CH:60]([CH3:61])[CH3:62])=[C:49]([CH2:58][O:23][C:22](=[O:24])[C:21]([CH3:27])([CH3:20])[CH2:25][CH3:26])[C:50]=1[C:51]1[CH:56]=[CH:55][C:54]([F:57])=[CH:53][CH:52]=1)([CH3:43])([CH3:42])[CH3:41]. Reported procedure: 865 mg (3.3 mmol) of triphenylphosphine, 0.41 ml (3.3 mmol) of 2,2-dimethylbutyric acid and 0.52 ml (3.3 mmol) of diethyl azodicarboxylate are added successively at 0° C. to 1.29 g of the compound from Example 6 in 50 ml of absolute tetrahydrofuran and the mixture is stirred overnight at room temperature. The mixture is concentrated in vacuo and t he residue is chromatographed on a column (silica gel 70-230 mesh, using ethyl acetate/petroleum ether 1:9).